Task: describe an organic reaction: reactants, conditions, products, and yield. Dataset: the Open Reaction Database (ORD), a public repository of structured organic reaction records Starting materials: II (iodine), C(CCC)[Li] (n-butyllithium), CCCCCC (hexane), C(C=C)N1C(=NC=C1)C=1SC=CC1C1=C(C=C(C=C1)Cl)Cl (1-allyl-2-[3-(2,4-dichlorophenyl)-2-thienyl]-1H-imidazole). Run in C1CCOC1 (THF), C1CCOC1 (THF). Run at time 30 minute. Yields the product C(C=C)N1C(=NC=C1)C=1SC(=CC1C1=C(C=C(C=C1)Cl)Cl)I (1-allyl-2-[3-(2,4-dichlorophenyl)-5-iodo-2-thienyl]-1H-imidazole). Isolated yield 74.7%. RXN SMILES: [CH2:1]([N:4]1[CH:8]=[CH:7][N:6]=[C:5]1[C:9]1[S:10][CH:11]=[CH:12][C:13]=1[C:14]1[CH:19]=[CH:18][C:17]([Cl:20])=[CH:16][C:15]=1[Cl:21])[CH:2]=[CH2:3].C([Li])CCC.CCCCCC.[I:33]I>C1COCC1>[CH2:1]([N:4]1[CH:8]=[CH:7][N:6]=[C:5]1[C:9]1[S:10][C:11]([I:33])=[CH:12][C:13]=1[C:14]1[CH:19]=[CH:18][C:17]([Cl:20])=[CH:16][C:15]=1[Cl:21])[CH:2]=[CH2:3]. Procedure details: To a solution of 1-allyl-2-[3-(2,4-dichlorophenyl)-2-thienyl]-1H-imidazole (2.50 g, 7.46 mmol) in THF (80.0 mL) cooled to −78° C. was added dropwise 2.50 M of n-butyllithium in hexane (3.28 mL, 8.20 mmol) and the mixture was stirred for 30 min. To the solution was added dropwise a solution of iodine (2.84 g, 11.2 mmol) in THF (10.0 mL) and the resulting solution was stirred for 15 min at −78° C. The reaction mixture was quenched by addition of saturated sodium bisulfite solution (200 mL) and the... The reactants are C(C)OCCOCCOCCO (triethylene glycol monoethyl ether), ClC1=C(C(=O)Cl)C=C(C=C1)OC1=C(C=C(C=C1)C(F)(F)F)Cl (2-chloro-5-(2-chloro-4-trifluoromethylphenoxy)benzoyl chloride), O (water). Run in N1=CC=CC=C1 (pyridine). Yields the product C(C)OCCOCCOCCOC(C1=C(C=CC(=C1)OC1=C(C=C(C=C1)C(F)(F)F)Cl)Cl)=O (ethoxyethoxyethoxyethyl-2-chloro-5-(2-chloro-4-trifluoromethylphenoxy)benzoate). Yield: 63.3%. As a reaction SMILES: [CH2:1]([O:3][CH2:4][CH2:5][O:6][CH2:7][CH2:8][O:9][CH2:10][CH2:11]O)[CH3:2].[Cl:13][C:14]1[CH:22]=[CH:21][C:20]([O:23][C:24]2[CH:29]=[CH:28][C:27]([C:30]([F:33])([F:32])[F:31])=[CH:26][C:25]=2[Cl:34])=[CH:19][C:15]=1[C:16](Cl)=[O:17].[OH2:35]>N1C=CC=CC=1>[CH2:1]([O:3][CH2:4][CH2:5][O:6][CH2:7][CH2:8][O:9][CH2:10][CH2:11][O:17][C:16](=[O:35])[C:15]1[CH:19]=[C:20]([O:23][C:24]2[CH:29]=[CH:28][C:27]([C:30]([F:33])([F:32])[F:31])=[CH:26][C:25]=2[Cl:34])[CH:21]=[CH:22][C:14]=1[Cl:13])[CH3:2]. Procedure details: In 20 ml pyridine was dissolved 2.0 g (0.0167 mol) of triethylene glycol monoethyl ether, and while stirring at room temperature, 1.8 g (0.0049 mol) of 2-chloro-5-(2-chloro-4-trifluoromethylphenoxy)benzoyl chloride was added. After 4-hour stirring, the reaction fluid was poured into 200 ml of water, and extracted with benzene. The extract was washed with a dilute aqueous solution of caustic soda and then with dilute hydrochloric acid. By concentration 1.4 g (0.0031 mol) of the intended product w... Starting materials: [BH3-]C#N, CC(=O)O, Cc1cc(C(C)OCC2(c3ccc(F)cc3)CCN(C(=O)OC(C)(C)C)CC2)c2c(cnn2C2CC2)c1, [Na+], O=C(O)C(F)(F)F. Product: Cc1cc(C(C)OCC2(c3ccc(F)cc3)CCN(C)CC2)c2c(cnn2C2CC2)c1. RXN SMILES: [C:38]([BH3-:39])#[N:40].[CH3:42][C:43](=[O:44])[OH:45].[CH:1]1([n:4]2[n:5][cH:6][c:7]3[cH:8][c:9]([CH3:37])[cH:10][c:11]([CH:13]([CH3:14])[O:15][CH2:16][C:17]4([c:30]5[cH:31][cH:32][c:33]([F:36])[cH:34][cH:35]5)[CH2:18][CH2:19][N:20]([C:23]([O:24][C:25]([CH3:26])([CH3:27])[CH3:28])=[O:29])[CH2:21][CH2:22]4)[c:12]23)[CH2:2][CH2:3]1.[Na+:41].[OH:46][C:47]([C:48]([F:49])([F:50])[F:51])=[O:52]>>[CH:1]1([n:4]2[n:5][cH:6][c:7]3[cH:8][c:9]([CH3:37])[cH:10][c:11]([CH:13]([CH3:14])[O:15][CH2:16][C:17]4([c:30]5[cH:31][cH:32][c:33]([F:36])[cH:34][cH:35]5)[CH2:18][CH2:19][N:20]([CH3:23])[CH2:21][CH2:22]4)[c:12]23)[CH2:2][CH2:3]1.